From a dataset of the Open Reaction Database (ORD), a public repository of structured organic reaction records. describe an organic reaction: reactants, conditions, products, and yield Reactants: C(=O)C1=C2OC(OC2=C(C=2OC(OC21)(C)C)C(C2=C1C(OC(O1)(C)C)=C(C1=C2OC(O1)(C)C)C=O)C1=C2C(OC(O2)(C)C)=C(C2=C1OC(O2)(C)C)C=O)(C)C (tris(8-formyl-2,2,6,6-tetramethylbenzo[1,2-d:4,5-d']bis-(1,3)dioxole-4-yl)methane), OS(=O)[O-].[Na+] (NaHSO3), Na2S2O5, S([O-])(O)=O (bisulfite). The product is S(O)(O)=O.C(=O)C1=C2OC(OC2=C(C=2OC(OC21)(C)C)C(C2=C1C(OC(O1)(C)C)=C(C1=C2OC(O1)(C)C)C=O)C1=C2C(OC(O2)(C)C)=C(C2=C1OC(O2)(C)C)C=O)(C)C (Tris(8-formyl-2,2,6,6-tetramethylbenzo[1,2-d:4,5-d']bis(1,3)dioxole-4-yl)methane bisulfite). As a reaction SMILES: [CH:1]([C:3]1[C:14]2[O:13][C:12]([CH3:16])([CH3:15])[O:11][C:10]=2[C:9]([CH:17]([C:36]2[C:46]3[O:47][C:48]([CH3:51])([CH3:50])[O:49][C:45]=3[C:44]([CH:52]=[O:53])=[C:38]3[O:39][C:40]([CH3:43])([CH3:42])[O:41][C:37]=23)[C:18]2[C:28]3[O:29][C:30]([CH3:33])([CH3:32])[O:31][C:27]=3[C:26]([CH:34]=[O:35])=[C:20]3[O:21][C:22]([CH3:25])([CH3:24])[O:23][C:19]=23)=[C:8]2[C:4]=1[O:5][C:6]([CH3:55])([CH3:54])[O:7]2)=[O:2].[S:56](=[O:59])([OH:58])[O-:57].OS([O-])=O.[Na+]>>[S:56](=[O:57])([OH:59])[OH:58].[CH:52]([C:44]1[C:38]2[O:39][C:40]([CH3:42])([CH3:43])[O:41][C:37]=2[C:36]([CH:17]([C:9]2[C:10]3[O:11][C:12]([CH3:16])([CH3:15])[O:13][C:14]=3[C:3]([CH:1]=[O:2])=[C:4]3[O:5][C:6]([CH3:54])([CH3:55])[O:7][C:8]=23)[C:18]2[C:28]3[O:29][C:30]([CH3:33])([CH3:32])[O:31][C:27]=3[C:26]([CH:34]=[O:35])=[C:20]3[O:21][C:22]([CH3:24])([CH3:25])[O:23][C:19]=23)=[C:46]2[C:45]=1[O:49][C:48]([CH3:51])([CH3:50])[O:47]2)=[O:53] |f:2.3,4.5|. Procedure details: This reaction was performed with tris(8-formyl-2,2,6,6-tetramethylbenzo[1,2-d:4,5-d']bis-(1,3)dioxole-4-yl)methane (0.050 g, 0.066 mmol (Example 23)), and Na2S2O5 (0.285 g, 1.5 mmol) analogous to the formation of the bisulfite adduct of tris(8-formyl-2,2,6,6-tetramethylbenzo[1,2-d:4,5-d']bis-(1,3)dioxole-4-yl)methyl radical as detailed above in Example 88, yielding 0.140 g (the theoretical yield is 0.070 g) of crystals containing NaHSO3. Reactants: CC=1C=CC=C2C(=CC=NC12)Cl (8-Methyl-4-chloroquinoline), N1(CCNCC1)C(=O)OC(C)(C)C (tert-butyl piperazine-1-carboxylate). Solvent: COCCCOCCCO (dipropyleneglycolmonomethylether), COCCCOCCCO (dipropyleneglycolmonomethylether). Run at temperature 140 celsius, time 8 hour. Yields the product CC=1C=CC=C2C(=CC=NC12)N1CCNCC1 (8-Methyl-4-piperazin-1-yl-quinoline). Isolated yield 80.0%. Reaction SMILES: [CH3:1][C:2]1[CH:3]=[CH:4][CH:5]=[C:6]2[C:11]=1[N:10]=[CH:9][CH:8]=[C:7]2Cl.[N:13]1(C(OC(C)(C)C)=O)[CH2:18][CH2:17][NH:16][CH2:15][CH2:14]1>COCCCOCCCO>[CH3:1][C:2]1[CH:3]=[CH:4][CH:5]=[C:6]2[C:11]=1[N:10]=[CH:9][CH:8]=[C:7]2[N:13]1[CH2:18][CH2:17][NH:16][CH2:15][CH2:14]1. Reported procedure: 8-Methyl-4-chloroquinoline (355 mg, 2 mmol) was suspended in dipropyleneglycolmonomethylether (4 ml), a solution of tert-butyl piperazine-1-carboxylate (440 mg, 2.4 mmol) in dipropyleneglycolmonomethylether (4 ml) was added and the mixture was stirred at 140° C. overnight and the solvent was evaporated under reduced pressure. The residue was dissolved in a mixture of dichloromethane and trifluoroacetic acid (1:1, 4 ml) and stirred at room temperature for 90 minutes. The mixture was evaporated to... Reactants: crude product, ClC1=NC=CC(=N1)Cl (2,4-dichloropyrimidine), OC(C)(C)C(C)(C)O (pinacol), C(O)([O-])=O.[Na+] (sodium hydrogen carbonate), [F-].[Cs+] (cesium fluoride), C(CC)(=O)OCC (ethyl propionate), C(C)=O (Acetaldehyde), CC1=CCC2CC1C2(C)C (α-pinene). Reagents/catalysts: C=1C=CC(=CC1)[P](C=2C=CC=CC2)(C=3C=CC=CC3)[Pd]([P](C=4C=CC=CC4)(C=5C=CC=CC5)C=6C=CC=CC6)([P](C=7C=CC=CC7)(C=8C=CC=CC8)C=9C=CC=CC9)[P](C=1C=CC=CC1)(C=1C=CC=CC1)C=1C=CC=CC1 (tetrakis(triphenylphosphine)palladium). Run in O1CCOCC1 (dioxane), C1CCOC1 (THF). Run at time 30 minute. Product: C(C)OC(CCC1=NC(=NC=C1)Cl)=O (Ethyl-3-(2-chloro-4-pyrimidinyl)propanoate). Isolated yield 49.4%. RXN SMILES: CC1C2C(C)(C)C(C2)CC=1.[C:11]([O:15][CH2:16][CH3:17])(=[O:14])[CH2:12][CH3:13].C(=O)C.OC(C(O)(C)C)(C)C.[Cl:29][C:30]1[N:35]=[C:34](Cl)[CH:33]=[CH:32][N:31]=1.[F-].[Cs+].C(=O)([O-])O.[Na+]>C1COCC1.O1CCOCC1.C1C=CC([P]([Pd]([P](C2C=CC=CC=2)(C2C=CC=CC=2)C2C=CC=CC=2)([P](C2C=CC=CC=2)(C2C=CC=CC=2)C2C=CC=CC=2)[P](C2C=CC=CC=2)(C2C=CC=CC=2)C2C=CC=CC=2)(C2C=CC=CC=2)C2C=CC=CC=2)=CC=1>[CH2:16]([O:15][C:11](=[O:14])[CH2:12][CH2:13][C:32]1[CH:33]=[CH:34][N:35]=[C:30]([Cl:29])[N:31]=1)[CH3:17] |f:5.6,7.8,^1:58,60,79,98|. Reported procedure: To a stirred solution of borane dimethyl sulphide complex (1.42 ml, 15 mmol) in THF at 0° was added dropwise α-pinene (5 ml, 31.5 mmol). The reaction mixture was stirred at room temperature for 30 min. The reaction mixture was cooled to −35° and ethyl propionate (1.47 g, 1.52 ml, 15 mmol) added dropwise. The reaction mixture was stirred at room temperature for 2 h and then cooled to 0°. Acetaldehyde (5 ml, 3.94 g, 89 mmol) was added dropwise. The reaction mixture was heated to reflux for 1 h. Up... Reactants: CC1=CC=C(C=C1)S(=O)(=O)C([N+]#[C-])C1=CC(=CC=C1)I ((3-iodophenyl)(isocyano)methyl 4-methylphenyl sulfone), IC=1C=C(C=CC1)C(S(=O)(=O)C1=CC=C(C=C1)C)NC=O ({(3-iodophenyl)[(4-methylphenyl)sulfonyl]methyl}formamide), solid, BrC1=CC=C(C=C1)C(S(=O)(=O)C1=CC=C(C=C1)C)NC=O ({(4-bromophenyl)[(4-methylphenyl)sulfonyl]methyl}formamide), BrC1=CC=C(C=C1)C(S(=O)(=O)C1=CC=C(C=C1)C)NC=O ({(4-bromophenyl)[(4-methylphenyl)sulfonyl]methyl}formamide). Product: CC1=CC=C(C=C1)S(=O)(=O)C([N+]#[C-])C1=CC=C(C=C1)Br ((4-Bromophenyl)(isocyano)methyl 4-methylphenyl sulfone). Reaction SMILES: CC1C=CC(S(C(C2C=CC=C(I)C=2)[N+]#[C-])(=O)=O)=CC=1.[Br:21][C:22]1[CH:27]=[CH:26][C:25]([CH:28]([NH:39][CH:40]=O)[S:29]([C:32]2[CH:37]=[CH:36][C:35]([CH3:38])=[CH:34][CH:33]=2)(=[O:31])=[O:30])=[CH:24][CH:23]=1.IC1C=C(C(NC=O)S(C2C=CC(C)=CC=2)(=O)=O)C=CC=1>>[CH3:38][C:35]1[CH:34]=[CH:33][C:32]([S:29]([CH:28]([C:25]2[CH:24]=[CH:23][C:22]([Br:21])=[CH:27][CH:26]=2)[N+:39]#[C-:40])(=[O:31])=[O:30])=[CH:37][CH:36]=1. Procedure details: The title compound was prepared by a similar process to that described for Intermediate 53 but using {(4-bromophenyl)[(4-methylphenyl)sulfonyl]methyl}formamide (Intermediate 65) in place of {(3-iodophenyl)[(4-methylphenyl)sulfonyl]methyl}formamide (Intermediate 52). Brown solid (3.1 g, 29%); The reactants are lactam, C(C1=CC=CC=C1)N1C(CN(CC1)CC1=CC=CC=C1)C(F)(F)F (1,4-dibenzyl-2-trifluoromethylpiperazine), [H-].[H-].[H-].[H-].[Li+].[Al+3] (LiAlH4). Solvent: CC(=O)O (HOAc). Yields the product C(C1=CC=CC=C1)N1CC(N(CC1)CC1=CC=CC=C1)C(F)(F)F (dibenzyl-2-trifluoromethylpiperazine), desired product, FC(C1NCCNC1)(F)F (2-trifluoromethylpiperazine). Reaction SMILES: [H-].[H-].[H-].[H-].[Li+].[Al+3].[CH2:7]([N:14]1[CH2:19][CH2:18][N:17]([CH2:20][C:21]2[CH:26]=[CH:25][CH:24]=[CH:23][CH:22]=2)[CH2:16][CH:15]1[C:27]([F:30])([F:29])[F:28])[C:8]1[CH:13]=[CH:12][CH:11]=[CH:10][CH:9]=1>CC(O)=O>[CH2:20]([N:17]1[CH2:18][CH2:19][N:14]([CH2:7][C:8]2[CH:9]=[CH:10][CH:11]=[CH:12][CH:13]=2)[CH:15]([C:27]([F:29])([F:30])[F:28])[CH2:16]1)[C:21]1[CH:22]=[CH:23][CH:24]=[CH:25][CH:26]=1.[F:28][C:27]([F:30])([F:29])[CH:15]1[CH2:16][NH:17][CH2:18][CH2:19][NH:14]1 |f:0.1.2.3.4.5|. Reported procedure: 2-Trifluoromethylpiperazine (Jenneskens et al., Ref. 88c) was prepared through a four step route (Scheme 56). Using Lewis acid TiCl4, N,N′-dibenzylethylenediamine reacted with trifluoropyruvates to afford the hemiacetal, which was reduced at room temperature by Et3SiH in TFA to afford the lactam. LiAlH4 treatment then reduced the lactam to 1,4-dibenzyl-2-trifluoromethylpiperazine. Finally, hydrogenation of the dibenzyl-2-trifluoromethylpiperazine in HOAc gave the desired product, 2-trifluorometh...